Dataset: the Open Reaction Database (ORD), a public repository of structured organic reaction records. Task: describe an organic reaction: reactants, conditions, products, and yield The reactants are CC(Oc1ccc(C(F)(F)F)cc1B(O)O)C(=O)O, N#Cc1cccc(Br)c1. RXN SMILES: [B:1]([OH:2])([OH:3])[c:4]1[c:5]([O:6][CH:7]([C:8](=[O:9])[OH:10])[CH3:11])[cH:12][cH:13][c:14]([C:16]([F:17])([F:18])[F:19])[cH:15]1.[Br:20][c:21]1[cH:22][c:23]([C:24]#[N:25])[cH:26][cH:27][cH:28]1>>[c:4]1(-[c:21]2[cH:22][c:23]([C:24]#[N:25])[cH:26][cH:27][cH:28]2)[c:5]([O:6][CH:7]([C:8](=[O:9])[OH:10])[CH3:11])[cH:12][cH:13][c:14]([C:16]([F:17])([F:18])[F:19])[cH:15]1. Product: CC(Oc1ccc(C(F)(F)F)cc1-c1cccc(C#N)c1)C(=O)O.